This data is from the Open Reaction Database (ORD), a public repository of structured organic reaction records. The task is: describe an organic reaction: reactants, conditions, products, and yield Reactants: COC(=O)C1=CN=C(S1)CCC=1C(=NOC1C)CCCC (2-[2-(3-butyl-5-methyl-isoxazol-4-yl)-ethyl]-thiazole-5-carboxylic acid methyl ester), O1CC(CC1)N (tetrahydrofuran-3-amine). The product is O1CC(CC1)NC(=O)C1=CN=C(S1)CCC=1C(=NOC1C)CCCC (2-[2-(3-Butyl-5-methyl-isoxazol-4-yl)-ethyl]-thiazole-5-carboxylic acid (tetrahydro-furan-3-yl)-amide). The yield is 71.0%. As a reaction SMILES: CO[C:3]([C:5]1[S:9][C:8]([CH2:10][CH2:11][C:12]2[C:13]([CH2:18][CH2:19][CH2:20][CH3:21])=[N:14][O:15][C:16]=2[CH3:17])=[N:7][CH:6]=1)=[O:4].[O:22]1[CH2:26][CH2:25][CH:24]([NH2:27])[CH2:23]1>>[O:22]1[CH2:26][CH2:25][CH:24]([NH:27][C:3]([C:5]2[S:9][C:8]([CH2:10][CH2:11][C:12]3[C:13]([CH2:18][CH2:19][CH2:20][CH3:21])=[N:14][O:15][C:16]=3[CH3:17])=[N:7][CH:6]=2)=[O:4])[CH2:23]1. Reported procedure: As described for example 57b, 2-[2-(3-butyl-5-methyl-isoxazol-4-yl)-ethyl]-thiazole-5-carboxylic acid methyl ester (90 mg, 0.29 mmol) was converted, using tetrahydrofuran-3-amine instead of isopropylamine, to the title compound (45 mg, 71%) which was obtained as a light yellow oil. MS: m/e=364.3 [M+H]+. The reactants are 70.4, C1(=CC=CC=C1)CN1CCNCC1 (1-(phenylmethyl)piperazine), ClCCN1C(NC2=C1C=CC=C2)=O (1-(2-chloroethyl)-1,3-dihydro-2H-benzimidazol-2-one), CC1=CC=CC=C1 (methylbenzene). Solvent: O (water). Product: C1(=CC=CC=C1)CN1CCN(CC1)CCN1C(NC2=C1C=CC=C2)=O (1,3-dihydro-1-{2-[4-(phenylmethyl)-1-piperazinyl]ethyl}-2H-benzimidazol-2-one). RXN SMILES: [C:1]1([CH2:7][N:8]2[CH2:13][CH2:12][NH:11][CH2:10][CH2:9]2)[CH:6]=[CH:5][CH:4]=[CH:3][CH:2]=1.Cl[CH2:15][CH2:16][N:17]1[C:21]2[CH:22]=[CH:23][CH:24]=[CH:25][C:20]=2[NH:19][C:18]1=[O:26].CC1C=CC=CC=1>O>[C:1]1([CH2:7][N:8]2[CH2:9][CH2:10][N:11]([CH2:15][CH2:16][N:17]3[C:21]4[CH:22]=[CH:23][CH:24]=[CH:25][C:20]=4[NH:19][C:18]3=[O:26])[CH2:12][CH2:13]2)[CH:2]=[CH:3][CH:4]=[CH:5][CH:6]=1. Procedure: A mixture of 70.4 parts of 1-(phenylmethyl)piperazine, 39.4 parts of 1-(2-chloroethyl)-1,3-dihydro-2H-benzimidazol-2-one and 360 parts of methylbenzene is stirred and refluxed overnight. The reaction mixture is cooled, water is added and the layers are separated. The methylbenzene-phase is washed three times with water, dried, filtered and evaporated. The solid residue is purified by column-chromatography over silica gel using a mixture of trichloromethane and methanol (95:5) as eluent. The pure... The reactants are COC1=CC=2C=3C4C(C(CC3NC2C=C1)C(=O)OCC1=CC=CC=C1)C(NC4=O)=O (benzyl 9-methoxy-1,3-dioxo-1,2,3,3a,4,5,6,10c-octahydropyrrolo[3,4-c]carbazole-4-carboxylate). The reagents and catalysts are [O-2].[O-2].[Mn+4] (manganese dioxide). Solvent: O1CCOCC1 (p-dioxane). Product: COC1=CC=2C=3C4=C(C(=CC3NC2C=C1)C(=O)OCC1=CC=CC=C1)C(NC4=O)=O (Benzyl 9-methoxy-1,3-dioxo-1,2,3,6-tetrahydropyrrolo[3,4-c]carbazole-4-carboxylate). Isolated yield 91.6%. Reaction SMILES: [CH3:1][O:2][C:3]1[CH:15]=[CH:14][C:13]2[NH:12][C:11]3[CH2:10][CH:9]([C:16]([O:18][CH2:19][C:20]4[CH:25]=[CH:24][CH:23]=[CH:22][CH:21]=4)=[O:17])[CH:8]4[C:26](=[O:30])[NH:27][C:28](=[O:29])[CH:7]4[C:6]=3[C:5]=2[CH:4]=1>O1CCOCC1.[O-2].[O-2].[Mn+4]>[CH3:1][O:2][C:3]1[CH:15]=[CH:14][C:13]2[NH:12][C:11]3[CH:10]=[C:9]([C:16]([O:18][CH2:19][C:20]4[CH:25]=[CH:24][CH:23]=[CH:22][CH:21]=4)=[O:17])[C:8]4[C:26](=[O:30])[NH:27][C:28](=[O:29])[C:7]=4[C:6]=3[C:5]=2[CH:4]=1 |f:2.3.4|. Reported procedure: Activated manganese dioxide (69 g) was added to a solution of benzyl 9-methoxy-1,3-dioxo-1,2,3,3a,4,5,6,10c-octahydropyrrolo[3,4-c]carbazole-4-carboxylate (13.76 g, 0.034 mol), prepared as in example 2, in p-dioxane (300 mL) and the mixture was refluxed with vigorous stirring for 0.5–2 h. The mixture was filtered while hot through a plug of Celite, which was washed exhaustively with a MeOH/p-dioxane (1:1) mixture until the washings were colorless. The combined washings and filtrate were concentr... The reactants are O (water), C(C)(C)(C)OC(=O)NC1=C(C(=O)OC)C=CC=C1[N+](=O)[O-] (methyl 2-(N-tert-butoxycarbonylamino)-3-nitrobenzoate), BrCC1=CC=C(C=C1)C=1C(=CC=CC1)C(=O)N (4'-bromomethylbiphenyl-2-carboxamide), C(=O)([O-])[O-].[K+].[K+] (K2CO3). Solvent: C(C)#N (acetonitrile). The product is C(C)(C)(C)OC(=O)N(CC1=CC=C(C=C1)C1=C(C=CC=C1)C(N)=O)C1=C(C(=O)OC)C=CC=C1[N+](=O)[O-] (Methyl 2-[N-tert-butoxycarbonyl-N-(2'-carbamoylbiphenyl-4-yl)methylamino1-3-nitrobenzoate). The yield is 74.9%. As a reaction SMILES: [C:1]([O:5][C:6]([NH:8][C:9]1[C:18]([N+:19]([O-:21])=[O:20])=[CH:17][CH:16]=[CH:15][C:10]=1[C:11]([O:13][CH3:14])=[O:12])=[O:7])([CH3:4])([CH3:3])[CH3:2].Br[CH2:23][C:24]1[CH:29]=[CH:28][C:27]([C:30]2[C:31]([C:36]([NH2:38])=[O:37])=[CH:32][CH:33]=[CH:34][CH:35]=2)=[CH:26][CH:25]=1.C([O-])([O-])=O.[K+].[K+].O>C(#N)C>[C:1]([O:5][C:6]([N:8]([C:9]1[C:18]([N+:19]([O-:21])=[O:20])=[CH:17][CH:16]=[CH:15][C:10]=1[C:11]([O:13][CH3:14])=[O:12])[CH2:23][C:24]1[CH:29]=[CH:28][C:27]([C:30]2[CH:35]=[CH:34][CH:33]=[CH:32][C:31]=2[C:36](=[O:37])[NH2:38])=[CH:26][CH:25]=1)=[O:7])([CH3:4])([CH3:2])[CH3:3] |f:2.3.4|. Reported procedure: A mixture of methyl 2-(N-tert-butoxycarbonylamino)-3-nitrobenzoate (1.8 g), 4'-bromomethylbiphenyl-2-carboxamide (1.8 g) and K2CO3 (0.86 g) in acetonitrile (25 ml) was heated for 6 hours under reflux. To the reaction mixture was added water, and the mixture was extracted with ethyl acetate. The extract was washed with water and dried over MgSO4. The solvent was removed in vacuo, and the residue was purified by column chromatography on silica gel to afford a yellow syrup (2.3 g, 90%). The reactants are CS(=O)(=O)OCCCC (n-butyl methanesulphonate), FC(C(=O)NC1=C(C=C(C=C1)F)F)(F)F (trifluoroacetyl-2,4-difluoroaniline), [OH-].[K+] (KOH). The solvent is CC(=O)C (acetone). The product is C(CCC)N(C1=C(C=C(C=C1)F)F)C(C(F)(F)F)=O (N-butyltrifluoroacetyl-2,4-difluoroaniline). The yield is 53.4%. As a reaction SMILES: CS(O[CH2:6][CH2:7][CH2:8][CH3:9])(=O)=O.[F:10][C:11]([F:24])([F:23])[C:12]([NH:14][C:15]1[CH:20]=[CH:19][C:18]([F:21])=[CH:17][C:16]=1[F:22])=[O:13].[OH-].[K+]>CC(C)=O>[CH2:6]([N:14]([C:12](=[O:13])[C:11]([F:24])([F:23])[F:10])[C:15]1[CH:20]=[CH:19][C:18]([F:21])=[CH:17][C:16]=1[F:22])[CH2:7][CH2:8][CH3:9] |f:2.3|. Procedure details: A mixture of 60.8 g of n-butyl methanesulphonate and 22.5 g of trifluoroacetyl-2,4-difluoroaniline is dissolved in 50 ml of acetone at 40° C., and 22.4 g of KOH powder are added. The reaction mixture is kept at reflux for 30 minutes, filtered and evaporated on a rotary evaporator. The oily residue is rectified. 15 g of N-butyltrifluoroacetyl-2,4-difluoroaniline are obtained as a yellowish oil which distills at 106 - 110°/11.7 mbar. Reactants: CCO, CC=Cc1c(C(C)C)nn2ccccc12, [H][H]. The product is CCCc1c(C(C)C)nn2ccccc12. RXN SMILES: [CH3:18][CH2:19][OH:20].[CH:1]([CH3:2])([CH3:3])[c:4]1[n:5][n:6]2[c:7]([cH:8][cH:9][cH:10][cH:11]2)[c:12]1[CH:13]=[CH:14][CH3:15].[H:16][H:17]>>[CH:1]([CH3:2])([CH3:3])[c:4]1[n:5][n:6]2[c:7]([cH:8][cH:9][cH:10][cH:11]2)[c:12]1[CH2:13][CH2:14][CH3:15].